From a dataset of the Open Reaction Database (ORD), a public repository of structured organic reaction records. describe an organic reaction: reactants, conditions, products, and yield The reactants are C(C)C(N(CP(=S)(CC)CC)C(=O)OCC1=CC=CC=C1)C(=O)O (Ethyl N-carbobenzoxy-N-(diethylthiophosphinylmethyl)glycine), Br (hydrogen bromide), CCOCC (Ether). The solvent is C(C)(=O)O (acetic acid). Reaction conditions: time 1 hour. Yields the product C(C)N(CC(=O)O)CP(=S)(CC)CC (ethyl N-(diethylthiophosphinylmethyl)glycine). Reaction SMILES: C([CH:3]([C:22]([OH:24])=[O:23])[N:4]([C:12](OCC1C=CC=CC=1)=O)[CH2:5][P:6]([CH2:10][CH3:11])([CH2:8][CH3:9])=[S:7])C.Br.[CH3:26]COCC>C(O)(=O)C>[CH2:12]([N:4]([CH2:5][P:6]([CH2:10][CH3:11])([CH2:8][CH3:9])=[S:7])[CH2:3][C:22]([OH:24])=[O:23])[CH3:26]. Procedure details: Ethyl N-carbobenzoxy-N-(diethylthiophosphinylmethyl)glycine (1 g., 0.0024 mole) was dissolved in 5 ml. of 30% hydrogen bromide in glacial acetic acid at 0° C. The mixture was stirred for one hour. Ether was added and the oily precipitate was isolated by decanting the ether layer. The oil was washed with ether twice, then suspended in benzene and treated with propylene oxide. The solution was concentrated in vacuo to yield ethyl N-(diethylthiophosphinylmethyl)glycine (0.15 g., 0.0005 mole) as an ... Starting materials: BrC/C=C/C(=O)Cl (4-bromo crotonyl chloride), [Cl-].[Na+] (sodium chloride), ClC=1C=C(C=CC1F)NC1=C(C=NC2=CC(=C(C=C12)N)OC)C#N (4-[(3-chloro-4-fluorophenyl)amino]-7-methoxy-6-amino-quinoline-3-carbonitrile), CCN(C(C)C)C(C)C (Hunig's base). Run in C1CCOC1 (THF), C1CCOC1 (THF). The product is ClC=1C=C(C=CC1F)NC1=C(C=NC2=CC(=C(C=C12)NC(C=CCN(C)C)=O)OC)C#N (4-Dimethylamino-but-2-enoic acid [4-(3-chloro-4-fluoro-phenylamino)-3-cyano-7-methoxy-quinolin-6-yl]-amide). Isolated yield 61.1%. As a reaction SMILES: [Cl:1][C:2]1[CH:3]=[C:4]([NH:9][C:10]2[C:19]3[C:14](=[CH:15][C:16]([O:21][CH3:22])=[C:17]([NH2:20])[CH:18]=3)[N:13]=[CH:12][C:11]=2[C:23]#[N:24])[CH:5]=[CH:6][C:7]=1[F:8].C[CH2:26][N:27]([CH:31]([CH3:33])C)[CH:28](C)C.BrC/C=[CH:37]/[C:38](Cl)=[O:39].[Cl-].[Na+]>C1COCC1>[Cl:1][C:2]1[CH:3]=[C:4]([NH:9][C:10]2[C:19]3[C:14](=[CH:15][C:16]([O:21][CH3:22])=[C:17]([NH:20][C:38](=[O:39])[CH:37]=[CH:33][CH2:31][N:27]([CH3:26])[CH3:28])[CH:18]=3)[N:13]=[CH:12][C:11]=2[C:23]#[N:24])[CH:5]=[CH:6][C:7]=1[F:8] |f:3.4|. Procedure: To a mixture of 1.08 g (3.1 mmol) of 4-[(3-chloro-4-fluorophenyl)amino]-7-methoxy-6-amino-quinoline-3-carbonitrile and 1.7 ml (9.7 mmol) of Hunig's base in 30 ml of dry THF at 0° C., with stirring, was added a THF solution containing 1.99 g (9.3 mmol) of 4-bromo crotonyl chloride dropwise. The mixture was stirred for additional 0.5 hour at 0° C. under nitrogen. 50 ml of saturated sodium chloride solution was introduced to the reaction mixture, then it was extracted with ethyl acetate. The ethyl ... Starting materials: FC1(CCOCC1)CN1C(C2=CC=CC=C2C1=O)=O (2-((4-fluorotetrahydro-2H-pyran-4-yl)methyl)isoindoline-1,3-dione), NN (hydrazine), C(Cl)Cl (CH2Cl2). Solvent: C(C)O (ethanol). The product is FC1(CCOCC1)CN ((4-fluorotetrahydro-2H-pyran-4-yl)methanamine). As a reaction SMILES: [F:1][C:2]1([CH2:8][N:9]2C(=O)C3C(=CC=CC=3)C2=O)[CH2:7][CH2:6][O:5][CH2:4][CH2:3]1.NN.C(Cl)Cl>C(O)C>[F:1][C:2]1([CH2:8][NH2:9])[CH2:7][CH2:6][O:5][CH2:4][CH2:3]1. Procedure: A mixture of EXAMPLE 337B (1.4 g) and hydrazine (1.548 mL) in ethanol (40 mL) was heated at 70° C. overnight, cooled to room temperature, slurried with CH2Cl2 (200 mL) and the solid removed by filtration. The filtrate was concentrated and chromatographed on silica gel with 100:5:1 ethyl acetate/methanol/NH4OH as eluent to give the product. RXN SMILES: [CH2:14]1[NH:15][CH2:16][c:17]2[cH:18][cH:19][cH:20][cH:21][c:22]21.[CH3:40][C:41]#[N:42].[Ca+2:31].[F:23][C:24]([F:25])([F:26])[S:27]([O-:28])(=[O:29])=[O:30].[F:32][C:33]([F:34])([F:35])[S:36]([O-:37])(=[O:38])=[O:39].[O:1]1[CH:2]([CH:4]2[CH2:5][CH2:6][C:7]3([O:8][CH2:9][CH2:10][O:11]3)[CH2:12][CH2:13]2)[CH2:3]1>>[OH:1][CH:2]([CH2:3][N:15]1[CH2:14][c:22]2[c:17]([cH:18][cH:19][cH:20][cH:21]2)[CH2:16]1)[CH:4]1[CH2:5][CH2:6][C:7]2([O:8][CH2:9][CH2:10][O:11]2)[CH2:12][CH2:13]1. The product is OC(CN1Cc2ccccc2C1)C1CCC2(CC1)OCCO2. The reactants are c1ccc2c(c1)CNC2, CC#N, [Ca+2], O=S(=O)([O-])C(F)(F)F, O=S(=O)([O-])C(F)(F)F, C1COC2(CCC(C3CO3)CC2)O1.